This data is from the Open Reaction Database (ORD), a public repository of structured organic reaction records. The task is: describe an organic reaction: reactants, conditions, products, and yield Solvent: C(Cl)(Cl)Cl (chloroform). RXN SMILES: [CH:1]12[CH2:8][CH:5]([CH2:6][CH2:7]1)[C:4](=[O:9])[CH2:3][C:2]2=[O:10].C1(C)C=CC=CC=1.C([O-])(=O)C.C([O-])(=O)C.C([O-])(=O)C.[CH3:30][C:31]1[C:36]([Pb+3])=[C:35]([CH3:38])[CH:34]=[C:33]([C:39]2[CH:44]=[CH:43][CH:42]=[CH:41][CH:40]=2)[CH:32]=1.Cl>C(Cl)(Cl)Cl.CN(C)C1C=CN=CC=1>[CH3:30][C:31]1[C:36]([CH:3]2[C:4](=[O:9])[CH:5]3[CH2:8][CH:1]([CH2:7][CH2:6]3)[C:2]2=[O:10])=[C:35]([CH3:38])[CH:34]=[C:33]([C:39]2[CH:44]=[CH:43][CH:42]=[CH:41][CH:40]=2)[CH:32]=1 |f:2.3.4.5|. Procedure details: To a mixture of bicyclo[3.2.1]octane-2,4-dione (0.553 g, 4 mmol) in dry chloroform (12 ml) is added 4-dimethylaminopyridine (2.44 g, 20 mmol), and the mixture is stirred at room temperature until all the solid is dissolved. To this solution is then added dry toluene (8 ml), and 3,5-dimethylbiphen-4-yllead triacetate (0.5 M solution in dry chloroform, 10 ml, 5 mmol), and the mixture is heated under reflux for 1 hour. The reaction mixture is cooled to room temperature, acidified to pH=1 with 2N aq... Yields the product CC1=CC(=CC(=C1C1C(C2CCC(C1=O)C2)=O)C)C2=CC=CC=C2 (3-(3,5-dimethylbiphen-4-yl)bicyclo[3.2.1]octane-2,4-dione). The reactants are Cl (hydrochloric acid), C1(=CC=CC=C1)C (toluene), C(C)(=O)[O-].C(C)(=O)[O-].C(C)(=O)[O-].CC1=CC(=CC(=C1[Pb+3])C)C1=CC=CC=C1 (3,5-dimethylbiphen-4-yllead triacetate), C12C(CC(C(CC1)C2)=O)=O (bicyclo[3.2.1]octane-2,4-dione). The reagents and catalysts are CN(C1=CC=NC=C1)C (4-dimethylaminopyridine). The reactants are COC(=O)C1C(CCC(C1)(C1=CC(=C(C=C1)[N+](=O)[O-])OC)C#N)=O (5-Cyano-5-(3-methoxy-4-nitro-phenyl)-2-oxo-cyclohexanecarboxylic acid methyl ester), [Cl-].[Na+] (Sodium chloride), O (Water), CS(=O)C (Dimethyl sulfoxide). Reaction conditions: temperature 165 celsius. Yields the product COC=1C=C(C=CC1[N+](=O)[O-])C1(CCC(CC1)=O)C#N (1-(3-Methoxy-4-nitro-phenyl)-4-oxo-cyclohexanecarbonitrile), solid. Yield: 48.0%. Reaction SMILES: COC([CH:5]1[CH2:10][C:9]([C:22]#[N:23])([C:11]2[CH:16]=[CH:15][C:14]([N+:17]([O-:19])=[O:18])=[C:13]([O:20][CH3:21])[CH:12]=2)[CH2:8][CH2:7][C:6]1=[O:24])=O.[Cl-].[Na+].O.CS(C)=O>>[CH3:21][O:20][C:13]1[CH:12]=[C:11]([C:9]2([C:22]#[N:23])[CH2:8][CH2:7][C:6](=[O:24])[CH2:5][CH2:10]2)[CH:16]=[CH:15][C:14]=1[N+:17]([O-:19])=[O:18] |f:1.2|. Procedure: Into a 8-dram vial, 5-Cyano-5-(3-methoxy-4-nitro-phenyl)-2-oxo-cyclohexanecarboxylic acid methyl ester (2.00 g, 6.02 mmol), Sodium chloride (1.00 g, 17.1 mmol), Water (1.00 mL, 55.5 mmol) and Dimethyl sulfoxide (5.00 g, 64.0 mmol) were added. The reaction mixture was heated at 165° C. for 6 hours. HPLC suggested no SM. The reaction was partitioned with water and EtOAc. The organic was separated, washed with Brine and dried over Na2SO4. The solid was filtered and washed with DCM. The solvent was ...